describe an organic reaction: reactants, conditions, products, and yield From a dataset of the Open Reaction Database (ORD), a public repository of structured organic reaction records. Starting materials: CCl (methyl chloride), C(C(=C)C)(=O)OCCN(CC)CC (β-diethylaminoethyl methacrylate), S(=O)(=O)(OC)OC (dimethyl sulfate). Product: quaternary ammonium salt, C(C(=C)C)(=O)OCC[N+](C)(CC)CC (β-methacryloxyethyl diethylmethyl ammonium), [Cl-].C(C(=C)C)(=O)OCC[N+](C)(CC)CC (β-methacryloxyethyl diethylmethyl ammonium chloride). Reaction SMILES: S(OC)(O[CH3:5])(=O)=O.C[Cl:9].[C:10]([O:15][CH2:16][CH2:17][N:18]([CH2:21][CH3:22])[CH2:19][CH3:20])(=[O:14])[C:11]([CH3:13])=[CH2:12]>>[C:10]([O:15][CH2:16][CH2:17][N+:18]([CH2:21][CH3:22])([CH2:19][CH3:20])[CH3:5])(=[O:14])[C:11]([CH3:13])=[CH2:12].[Cl-:9].[C:10]([O:15][CH2:16][CH2:17][N+:18]([CH2:21][CH3:22])([CH2:19][CH3:20])[CH3:5])(=[O:14])[C:11]([CH3:13])=[CH2:12] |f:4.5|. Reported procedure: Alternatively, the objective mono- or co-polymers are obtained by the following procedure. As an example, dimethyl sulfate or methyl chloride was added to an ethereal β-diethylaminoethyl methacrylate solution and then the resulting solution was kept in an ice-water bath for several hours to yield a viscous quaternary ammonium salt compound, β-methacryloxyethyl diethylmethyl ammonium methosulfate or β-methacryloxyethyl diethylmethyl ammonium chloride. The thus produced quaternary ammonium salt mo... Reaction SMILES: OC(C(F)(F)F)=O.[N:8]1([CH2:14][C:15]2[N:16]=[N:17][C:18]3[C:19](=[C:21]([NH2:26])[N:22]=[C:23]([NH2:25])[N:24]=3)[N:20]=2)[CH2:13][CH2:12][NH:11][CH2:10][CH2:9]1.[Cl:27][C:28]1[CH:35]=[CH:34][C:31]([CH2:32]Cl)=[CH:30][CH:29]=1.C(=O)([O-])[O-].[K+].[K+].CC#N.O>CN(C=O)C>[Cl:27][C:28]1[CH:35]=[CH:34][C:31]([CH2:32][N:11]2[CH2:12][CH2:13][N:8]([CH2:14][C:15]3[N:16]=[N:17][C:18]4[C:19](=[C:21]([NH2:26])[N:22]=[C:23]([NH2:25])[N:24]=4)[N:20]=3)[CH2:9][CH2:10]2)=[CH:30][CH:29]=1 |f:0.1,3.4.5,6.7|. The product is ClC1=CC=C(CN2CCN(CC2)CC=2N=NC=3C(N2)=C(N=C(N3)N)N)C=C1 (3-[4-(4-Chloro-benzyl)-piperazin-1-ylmethyl]-pyrimido[5,4-e][1,2,4]triazine-5,7-diamine). Run in CN(C)C=O (DMF). Isolated yield 68.0%. Procedure details: To a stirred solution of 3-Piperazin-1-ylmethyl-pyrimido[5,4-e][1,2,4]triazine-5,7-diamine TFA salt 5 (50 mg; 0.08 mmol; prepared in EXAMPLE 4) in dry DMF (1.0 mL) was added p-chlorobenzyl chloride (29 mg; 0.18 mmol) followed by potassium carbonate (55 mg; 0.40 mmol). The mixture was allowed to stir for 24 h at room temperature then taken up into CH3CN/H2O/0.1% TFA. The mixture was purified by reverse phase HPLC (Rainin C18, 0% CH3CN to 50% CH3CN gradient, CH3CN/H2O, 0.1% TFA) and the bright yel... Starting materials: OC(=O)C(F)(F)F.N1(CCNCC1)CC=1N=NC=2C(N1)=C(N=C(N2)N)N (3-Piperazin-1-ylmethyl-pyrimido[5,4-e][1,2,4]triazine-5,7-diamine TFA salt), ClC1=CC=C(CCl)C=C1 (p-chlorobenzyl chloride), CC#N.O (CH3CN H2O), C([O-])([O-])=O.[K+].[K+] (potassium carbonate). Conditions: time 24 hour. Reactants: CN(CCNC(C(CCC1=C(C(C(=C(C1=O)C)C)=O)C)(C)O)=O)C (N-(2-(dimethylamino)ethyl)-2-hydroxy-2-methyl-4-(2,4,5-trimethyl-3,6-dioxocyclohexa-1,4-dienyl)butanamide), CS(=O)(=O)O (methanesulfonic acid). Solvent: C(Cl)Cl (CH2Cl2). The product is S(C)(=O)(=O)O.CN(CCNC(C(CCC1=C(C(C(=C(C1=O)C)C)=O)C)(C)O)=O)C (N-(2-(Dimethylamino)ethyl)-2-hydroxy-2-methyl-4-(2,4,5-trimethyl-3,6-dioxocyclohexa-1,4-dienyl)butanamide mesylate). RXN SMILES: [CH3:1][N:2]([CH3:24])[CH2:3][CH2:4][NH:5][C:6](=[O:23])[C:7]([OH:22])([CH3:21])[CH2:8][CH2:9][C:10]1[C:15](=[O:16])[C:14]([CH3:17])=[C:13]([CH3:18])[C:12](=[O:19])[C:11]=1[CH3:20].[CH3:25][S:26]([OH:29])(=[O:28])=[O:27]>C(Cl)Cl>[S:26]([OH:29])(=[O:28])(=[O:27])[CH3:25].[CH3:24][N:2]([CH3:1])[CH2:3][CH2:4][NH:5][C:6](=[O:23])[C:7]([OH:22])([CH3:21])[CH2:8][CH2:9][C:10]1[C:15](=[O:16])[C:14]([CH3:17])=[C:13]([CH3:18])[C:12](=[O:19])[C:11]=1[CH3:20] |f:3.4|. Procedure: N-(2-(dimethylamino)ethyl)-2-hydroxy-2-methyl-4-(2,4,5-trimethyl-3,6-dioxocyclohexa-1,4-dienyl)butanamide (25 mg) was dissolved into 1 mL CH2Cl2 and 5.2 μL neat methanesulfonic acid added to the stirred yellow solution. The solution was concentrated, dissolved into CH2Cl2 and triturated from Et2O giving 20 mg of N-(2-(dimethylamino)ethyl)-2-hydroxy-2-methyl-4-(2,4,5-trimethyl-3,6-dioxocyclohexa-1,4-dienyl)butanamide mesylate as a yellow hydroscopic solid. Starting materials: [H-].[Na+] (Sodium hydride), CC=1NC2=C(N1)C=CC=C2 (2-methylbenzimidazole), ICCC (1-iodopropane). Solvent: O1CCCC1 (tetrahydrofuran). Reaction conditions: time 20 minute. Yields the product CC1=NC2=C(N1CCC)C=CC=C2 (2-Methyl-1-propyl-1H-benzimidazole). RXN SMILES: [CH3:1][C:2]1[NH:3][C:4]2[CH:10]=[CH:9][CH:8]=[CH:7][C:5]=2[N:6]=1.[H-].[Na+].I[CH2:14][CH2:15][CH3:16]>O1CCCC1>[CH3:1][C:2]1[N:6]([CH2:14][CH2:15][CH3:16])[C:5]2[CH:7]=[CH:8][CH:9]=[CH:10][C:4]=2[N:3]=1 |f:1.2|. Procedure: To a flask were added 2.0 g 2-methylbenzimidazole and 40 ml tetrahydrofuran and the mixture was cooled to 10 C under nitrogen. 0.9 g Sodium hydride were added in portions and the reaction mixture was stirred for 20 minutes. 3.9 g 1-iodopropane were added and the mixture was heated to 45 C for 6 hours. The mixture was quenched slowly with 40 ml water, extracted twice with ethyl acetate and washed with water. Following solvent removal, the product was purified by silica gel chromatography using pu...